Dataset: the Open Reaction Database (ORD), a public repository of structured organic reaction records. Task: describe an organic reaction: reactants, conditions, products, and yield The reactants are CC(=O)O, CCOC(=O)CC(c1ccc(-c2ccccc2)c(F)c1)N(Cc1ccccc1)C(C)c1ccccc1, CCO, [OH-], [OH-], [Pd+2]. The product is CCOC(=O)CC(N)c1ccc(-c2ccccc2)c(F)c1. As a reaction SMILES: [C:40]([OH:41])(=[O:42])[CH3:43].[CH2:1]([CH3:2])[O:3][C:4]([CH2:5][CH:6]([c:7]1[cH:8][c:9]([F:19])[c:10](-[c:13]2[cH:14][cH:15][cH:16][cH:17][cH:18]2)[cH:11][cH:12]1)[N:20]([CH2:21][c:22]1[cH:23][cH:24][cH:25][cH:26][cH:27]1)[CH:28]([c:29]1[cH:30][cH:31][cH:32][cH:33][cH:34]1)[CH3:35])=[O:36].[CH3:37][CH2:38][OH:39].[OH-:44].[OH-:45].[Pd+2:46]>>[CH2:1]([CH3:2])[O:3][C:4]([CH2:5][CH:6]([c:7]1[cH:8][c:9]([F:19])[c:10](-[c:13]2[cH:14][cH:15][cH:16][cH:17][cH:18]2)[cH:11][cH:12]1)[NH2:20])=[O:36]. Reactants: CCN=C=NCCCN(C)C (WSC), ClC1=CC=C(C=C1)C1=CC=C(C=C1)C(=O)O (4′-chloro-[1,1′-biphenyl]-4-carboxylic acid), Cl (hydrochloric acid), N1(CCCC1)CCC1=CC=2C=CC(=CC2CC1)NC(C)=O (N-[6-[2-(1-pyrrolidinyl)ethyl]-7,8-dihydro-2-naphthalenyl]acetamide). The reagents and catalysts are CN(C)C=1C=CN=CC1 (DMAP). Solvent: CN(C=O)C (dimethylformamide), C(C)(=O)OCC (Ethyl acetate). Reaction conditions: temperature 100 celsius, time 16 hour. Product: ClC1=CC=C(C=C1)C1=CC=C(C=C1)C(=O)NC1=CC=2CCC(=CC2C=C1)CCN1CCCC1 (4′-Chloro-N-[6-[2-(1-pyrrolidinyl)ethyl]-7,8-dihydro-2-naphthalenyl][1,1′-biphenyl]-4-carboxamide). Yield: 52.6%. RXN SMILES: Cl.[N:2]1([CH2:7][CH2:8][C:9]2[CH2:18][CH2:17][C:16]3[CH:15]=[C:14]([NH:19][C:20](=[O:22])[CH3:21])[CH:13]=[CH:12][C:11]=3[CH:10]=2)[CH2:6][CH2:5][CH2:4][CH2:3]1.CCN=C=NCCCN(C)C.[Cl:34][C:35]1[CH:40]=[CH:39][C:38]([C:41]2[CH:46]=[CH:45]C(C(O)=O)=[CH:43][CH:42]=2)=[CH:37][CH:36]=1>CN(C1C=CN=CC=1)C.C(OCC)(=O)C.CN(C)C=O>[Cl:34][C:35]1[CH:40]=[CH:39][C:38]([C:41]2[CH:46]=[CH:45][C:21]([C:20]([NH:19][C:14]3[CH:13]=[CH:12][C:11]4[CH:10]=[C:9]([CH2:8][CH2:7][N:2]5[CH2:6][CH2:5][CH2:4][CH2:3]5)[CH2:18][CH2:17][C:16]=4[CH:15]=3)=[O:22])=[CH:43][CH:42]=2)=[CH:37][CH:36]=1. Procedure: Concentrated hydrochloric acid (2 ml) was added to N-[6-[2-(1-pyrrolidinyl)ethyl]-7,8-dihydro-2-naphthalenyl]acetamide (98.0 mg, 0.345 mmol) obtained in Reference Example 103, which was stirred at 100° C. for 16 hours. The solvent was distilled out under reduced pressure. Ethyl acetate was added to the residue, which was washed with aqueous potassium carbonate solution and saturated aqueous sodium chloride solution, dried over anhydrous sodium sulfate, and then the solvent was distilled out unde... Run in C(Cl)(Cl)Cl (chloroform). Procedure: 900 mg of 5-(4-methylcyclohexyl)-3-methylthio-1,2,4-thiadiazole was dissolved in 8 ml of chloroform, 2.22 g of 3-chloroperoxybenzoic acid (content>65%) was added thereto taking for 20 minutes, and the reaction mixture was stirred for 4 hours at room temperature. Then, the reaction mixture was added to saturated sodium hydrogensulfite aqueous solution, and separated. The organic layer was washed with sodium hydrogencarbonate aqueous solution, dried over anhydrous sodium sulfate, concentrated to g... Run at time 20 minute. The product is CS(=O)(=O)C1=NSC(=N1)C1CCC(CC1)C (3-methylsulfonyl-5-(4-methylcyclohexyl)-1,2,4-thiadiazole). Reaction SMILES: [CH3:1][CH:2]1[CH2:7][CH2:6][CH:5]([C:8]2[S:12][N:11]=[C:10](SC)[N:9]=2)[CH2:4][CH2:3]1.Cl[C:16]1C=C(C=CC=1)C(OO)=O.[S:26]([O-:29])(O)=[O:27].[Na+]>C(Cl)(Cl)Cl>[CH3:16][S:26]([C:10]1[N:9]=[C:8]([CH:5]2[CH2:6][CH2:7][CH:2]([CH3:1])[CH2:3][CH2:4]2)[S:12][N:11]=1)(=[O:29])=[O:27] |f:2.3|. Starting materials: ClC=1C=C(C(=O)OO)C=CC1 (3-chloroperoxybenzoic acid), CC1CCC(CC1)C1=NC(=NS1)SC (5-(4-methylcyclohexyl)-3-methylthio-1,2,4-thiadiazole), S(=O)(O)[O-].[Na+] (sodium hydrogensulfite). Starting materials: S(=O)(Cl)Cl (thionyl chloride), ClC=1C=C2CCCC(C2=CC1)(C1=CC=NS1)O (6-chloro-1-hydroxy-1-(5-isothiazolyl)-1,2,3,4-tetrahydronaphthalene). Run in C1=CC=CC=C1 (benzene). Run at time 1.5 hour. The product is ClC=1C=C2CCC=C(C2=CC1)C1=CC=NS1 (6-Chloro-1-(5-isothiazolyl)-3,4-dihydronaphthalene). RXN SMILES: S(Cl)(Cl)=O.[Cl:5][C:6]1[CH:7]=[C:8]2[C:13](=[CH:14][CH:15]=1)[C:12](O)([C:16]1[S:20][N:19]=[CH:18][CH:17]=1)[CH2:11][CH2:10][CH2:9]2>C1C=CC=CC=1>[Cl:5][C:6]1[CH:7]=[C:8]2[C:13](=[CH:14][CH:15]=1)[C:12]([C:16]1[S:20][N:19]=[CH:18][CH:17]=1)=[CH:11][CH2:10][CH2:9]2. Procedure: 0.072 ml of thionyl chloride is added at room temperature to a solution of 132 mg of 6-chloro-1-hydroxy-1-(5-isothiazolyl)-1,2,3,4-tetrahydronaphthalene (Example 12) in 0.45 ml of benzene, and the mixture is then stirred at 75° for 1.5 hours. The mixture is concentrated under reduced pressure, 0.156 ml of morpholine is added to the resulting resin, and the mixture is stirred at 75° for 2.5 hours. The black suspension is cooled to 2° and treated with 5N HCl which has likewise been pre-cooled. The... Reactants: [Br-], [C-]#N, CCO, [O-][Cl+3]([O-])([O-])[O-], [K+], [Na+], O, O, c1ccc2c[n+]3ccccc3cc2c1. Product: N#Cc1c2ccccc2cc2cccc[n+]12, [O-][Cl+3]([O-])([O-])[O-]. As a reaction SMILES: [Br-:4].[C-:1]#[N:2].[CH2:27]([OH:28])[CH3:29].[Cl+3:19]([O-:20])([O-:21])([O-:22])[O-:23].[K+:3].[Na+:24].[OH2:25].[OH2:26].[cH:5]1[cH:6][cH:7][cH:8][n+:9]2[cH:10][c:11]3[c:12]([cH:13][c:14]12)[cH:15][cH:16][cH:17][cH:18]3>>[C:1](#[N:2])[c:10]1[n+:9]2[cH:8][cH:7][cH:6][cH:5][c:14]2[cH:13][c:12]2[c:11]1[cH:18][cH:17][cH:16][cH:15]2.[Cl+3:19]([O-:20])([O-:21])([O-:22])[O-:23].